From a dataset of the Open Reaction Database (ORD), a public repository of structured organic reaction records. describe an organic reaction: reactants, conditions, products, and yield Reaction SMILES: [F:1][C:2]([F:40])([F:39])[C:3]1[CH:4]=[C:5]([CH:32]=[C:33]([C:35]([F:38])([F:37])[F:36])[CH:34]=1)[C:6]([N:8]1[CH2:13][CH2:12][C@H:11]([N:14]2[CH2:19][CH2:18][N:17](C(=O)C(F)(F)F)[CH2:16][CH2:15]2)[C@H:10]([C:26]2[CH:31]=[CH:30][CH:29]=[CH:28][CH:27]=2)[CH2:9]1)=[O:7].O.C(=O)([O-])[O-].[K+].[K+]>CO>[F:39][C:2]([F:1])([F:40])[C:3]1[CH:4]=[C:5]([C:6]([N:8]2[CH2:13][CH2:12][C@H:11]([N:14]3[CH2:19][CH2:18][NH:17][CH2:16][CH2:15]3)[C@H:10]([C:26]3[CH:31]=[CH:30][CH:29]=[CH:28][CH:27]=3)[CH2:9]2)=[O:7])[CH:32]=[C:33]([C:35]([F:36])([F:37])[F:38])[CH:34]=1 |f:2.3.4|. Reaction conditions: time 4 hour. The yield is 98.1%. The solvent is CO (methanol). Reported procedure: Rac-cis-1-{4-[1-(3,5-Bis-trifluoromethyl-benzoyl)-3-phenyl-piperidin-4-yl]-piperazin-1-yl}-2,2,2-trifluoro-ethanone (4.15 g, 7.14 mmol) was dissolved in methanol (25 mL). Water (1 mL) and potassium carbonate (2.96 g, 21.4 mmol) were added and the reaction mixture was stirred at room temperature for 4 h. Water (100 mL) was added and the mixture was extracted twice with 200 mL methylene chloride. Organic phases were pooled and dried with magnesium sulfate. Evaporation of the solvent gave the title... Reactants: O (Water), O (Water), C([O-])([O-])=O.[K+].[K+] (potassium carbonate), FC(C=1C=C(C(=O)N2C[C@H]([C@H](CC2)N2CCN(CC2)C(C(F)(F)F)=O)C2=CC=CC=C2)C=C(C1)C(F)(F)F)(F)F (Rac-cis-1-{4-[1-(3,5-Bis-trifluoromethyl-benzoyl)-3-phenyl-piperidin-4-yl]-piperazin-1-yl}-2,2,2-trifluoro-ethanone). The product is FC(C=1C=C(C=C(C1)C(F)(F)F)C(=O)N1C[C@H]([C@H](CC1)N1CCNCC1)C1=CC=CC=C1)(F)F (Rac-cis-(3,5-Bis-trifluoromethyl-phenyl)-(3-phenyl-4-piperazin-1-yl-piperidin-1-yl)-methanone).